Dataset: the Open Reaction Database (ORD), a public repository of structured organic reaction records. Task: describe an organic reaction: reactants, conditions, products, and yield Reactants: ClC1=CC=C(C=C1)C1(N=C(N(C1(C)C1=CC=C(C=C1)Cl)C(=O)Cl)C1=C(C=C(C=C1)C(C)(C)C#N)OCC)C (rac-(4S*,5R*)-4,5-bis-(4-chloro-phenyl)-2-[4-(cyano-dimethyl-methyl)-2-ethoxy-phenyl]-4,5-dimethyl-4,5-dihydro-imidazole-1-carbonyl chloride), N1(CCNCC1)CC(=O)N1CCCC1 (2-piperazin-1-yl-1-pyrrolidin-1-yl-ethanone). Product: ClC1=CC=C(C=C1)[C@@]1(N=C(N([C@]1(C)C1=CC=C(C=C1)Cl)C(=O)N1CCN(CC1)CC(N1CCCC1)=O)C1=C(C=C(C=C1)C(C#N)(C)C)OCC)C (2-(4-{(4S,5R)-4,5-Bis-(4-chloro-phenyl)-4,5-dimethyl-1-[4-(2-oxo-2-pyrrolidin-1-yl-ethyl)-piperazine-1-carbonyl]-4,5-dihydro-1H-imidazol-2-yl}-3-ethoxy-phenyl)-2-methyl-propionitrile). RXN SMILES: [Cl:1][C:2]1[CH:7]=[CH:6][C:5]([C:8]2([CH3:38])[C:12]([C:14]3[CH:19]=[CH:18][C:17]([Cl:20])=[CH:16][CH:15]=3)([CH3:13])[N:11]([C:21](Cl)=[O:22])[C:10]([C:24]3[CH:29]=[CH:28][C:27]([C:30]([C:33]#[N:34])([CH3:32])[CH3:31])=[CH:26][C:25]=3[O:35][CH2:36][CH3:37])=[N:9]2)=[CH:4][CH:3]=1.[N:39]1([CH2:45][C:46]([N:48]2[CH2:52][CH2:51][CH2:50][CH2:49]2)=[O:47])[CH2:44][CH2:43][NH:42][CH2:41][CH2:40]1>>[Cl:1][C:2]1[CH:3]=[CH:4][C:5]([C@@:8]2([CH3:38])[C@:12]([C:14]3[CH:15]=[CH:16][C:17]([Cl:20])=[CH:18][CH:19]=3)([CH3:13])[N:11]([C:21]([N:42]3[CH2:41][CH2:40][N:39]([CH2:45][C:46](=[O:47])[N:48]4[CH2:49][CH2:50][CH2:51][CH2:52]4)[CH2:44][CH2:43]3)=[O:22])[C:10]([C:24]3[CH:29]=[CH:28][C:27]([C:30]([CH3:31])([CH3:32])[C:33]#[N:34])=[CH:26][C:25]=3[O:35][CH2:36][CH3:37])=[N:9]2)=[CH:6][CH:7]=1. Reported procedure: In a manner analogous to the method described in example 5, rac-(4S*,5R*)-4,5-bis-(4-chloro-phenyl)-2-[4-(cyano-dimethyl-methyl)-2-ethoxy-phenyl]-4,5-dimethyl-4,5-dihydro-imidazole-1-carbonyl chloride was reacted with 2-piperazin-1-yl-1-pyrrolidin-1-yl-ethanone (Aldrich) to give the title compound as a racemic mixture. The enantiomers were then separated by supercritical fluid chromatography (Berger Instrument Multi-Gram II, Daicel ChiralPak OD-H 3×25 cm, 35° C. at 100 bar, eluting with 20% meth... The reactants are CC1=C(SC=C1)C(=O)O (3-methyl-thiophene-2-carboxylic acid), COC1=C(CN)C=CC(=C1)OC (2,4-dimethoxy-benzylamine). The product is COC1=C(CNC(=O)C=2SC=CC2C)C=CC(=C1)OC (3-Methyl-thiophene-2-carboxylic acid 2,4-dimethoxy-benzylamide). RXN SMILES: [CH3:1][C:2]1[CH:6]=[CH:5][S:4][C:3]=1[C:7]([OH:9])=O.[CH3:10][O:11][C:12]1[CH:19]=[C:18]([O:20][CH3:21])[CH:17]=[CH:16][C:13]=1[CH2:14][NH2:15]>>[CH3:10][O:11][C:12]1[CH:19]=[C:18]([O:20][CH3:21])[CH:17]=[CH:16][C:13]=1[CH2:14][NH:15][C:7]([C:3]1[S:4][CH:5]=[CH:6][C:2]=1[CH3:1])=[O:9]. Reported procedure: Prepared in a similar manner to example 4 using 3-methyl-thiophene-2-carboxylic acid and 2,4-dimethoxy-benzylamine. MS (M+H, 292.2). The product is C(C)(C)(C)OC(=O)N(CC#CC=1SC=C(N1)C(=O)O)C (2-[3-(tert-butoxycarbonyl-methyl-amino)-prop-1-ynyl]-thiazole-4-carboxylic acid). Solvent: C1CCOC1 (THF). Reaction conditions: time 3 hour. Starting materials: C(C)OC(=O)C=1N=C(SC1)C#CCN(C)C(=O)OC(C)(C)C (2-[3-(tert-butoxycarbonyl-methyl-amino)-prop-1-ynyl]-thiazole-4-carboxylic acid ethyl ester), [OH-].[Na+] (sodium hydroxide), Cl (HCl), aqueous solution. As a reaction SMILES: C([O:3][C:4]([C:6]1[N:7]=[C:8]([C:11]#[C:12][CH2:13][N:14]([C:16]([O:18][C:19]([CH3:22])([CH3:21])[CH3:20])=[O:17])[CH3:15])[S:9][CH:10]=1)=[O:5])C.[OH-].[Na+].Cl>C1COCC1>[C:19]([O:18][C:16]([N:14]([CH3:15])[CH2:13][C:12]#[C:11][C:8]1[S:9][CH:10]=[C:6]([C:4]([OH:5])=[O:3])[N:7]=1)=[O:17])([CH3:22])([CH3:21])[CH3:20] |f:1.2|. Procedure: To a solution of 2-[3-(tert-butoxycarbonyl-methyl-amino)-prop-1-ynyl]-thiazole-4-carboxylic acid ethyl ester (1.22 g, 3.76 mmol) in THF (10 mL) was added aqueous solution of sodium hydroxide (2 M, 2.82 mL, 5.64 mmol) at RT. After stirring 3 h at RT, the reaction mixture was acidified with 2M aqueous solution of HCl until pH 2, and the solution was extracted with ethylacetate (20 mL). The aqueous layer was re-extracted with ethylacetate (20 mL) and the combined organic layers were washed with bri... Reactants: CC=1N(C=CN1)C1=CC=C(C=C1)C(CCC(=O)O)=O (4-(2-methyl-1H-imidazol-1-yl)-γ-oxobenzenebutanoic acid), O.NN (hydrazine hydrate). Product: CC=1N(C=CN1)C1=CC=C(C=C1)C=1CCC(NN1)=O (4,5-dihydro-6-[4-(2-methyl-1H-imidazol-1-yl)phenyl]-3(2H)-pyridazinone). As a reaction SMILES: [CH3:1][C:2]1[N:3]([C:7]2[CH:12]=[CH:11][C:10]([C:13](=O)[CH2:14][CH2:15][C:16]([OH:18])=O)=[CH:9][CH:8]=2)[CH:4]=[CH:5][N:6]=1.O.[NH2:21][NH2:22]>>[CH3:1][C:2]1[N:3]([C:7]2[CH:12]=[CH:11][C:10]([C:13]3[CH2:14][CH2:15][C:16](=[O:18])[NH:21][N:22]=3)=[CH:9][CH:8]=2)[CH:4]=[CH:5][N:6]=1 |f:1.2|. Procedure: Similarly, reaction of 4-(2-methyl-1H-imidazol-1-yl)-γ-oxobenzenebutanoic acid with hydrazine hydrate according to the procedure of this Example gives 4,5-dihydro-6-[4-(2-methyl-1H-imidazol-1-yl)phenyl]-3(2H)-pyridazinone.